This data is from the Open Reaction Database (ORD), a public repository of structured organic reaction records. The task is: describe an organic reaction: reactants, conditions, products, and yield The reactants are CC(C)(C)c1ccc(N)cc1, COC(=O)c1cccc(NC(=O)Oc2ccc([N+](=O)[O-])cc2)c1, c1ccncc1. Product: COC(=O)c1cccc(NC(=O)Nc2ccc(C(C)(C)C)cc2)c1. Reaction SMILES: [C:24]([CH3:25])([CH3:26])([CH3:27])[c:28]1[cH:29][cH:30][c:31]([NH2:32])[cH:33][cH:34]1.[CH3:1][O:2][C:3]([c:4]1[cH:5][c:6]([NH:10][C:11]([O:13][c:12]2[cH:14][cH:15][c:16]([N+:17]([O-:18])=[O:19])[cH:20][cH:21]2)=[O:22])[cH:7][cH:8][cH:9]1)=[O:23].[cH:35]1[cH:36][cH:37][n:38][cH:39][cH:40]1>>[CH3:1][O:2][C:3]([c:4]1[cH:5][c:6]([NH:10][C:11](=[O:13])[NH:32][c:31]2[cH:30][cH:29][c:28]([C:24]([CH3:25])([CH3:26])[CH3:27])[cH:34][cH:33]2)[cH:7][cH:8][cH:9]1)=[O:23]. Reactants: CC(=O)[O-], CN(C)C=O, [Na+], O, O=P(Cl)(Cl)Cl, c1ccc(N(c2ccccc2)c2ccccc2)cc1. The product is O=Cc1ccc(N(c2ccccc2)c2ccccc2)cc1. RXN SMILES: [CH3:31][C:32](=[O:33])[O-:34].[CH3:6][N:7]([CH:8]=[O:9])[CH3:10].[Na+:30].[OH2:35].[P:1]([Cl:2])([Cl:3])([Cl:4])=[O:5].[c:11]1([N:17]([c:18]2[cH:19][cH:20][cH:21][cH:22][cH:23]2)[c:24]2[cH:25][cH:26][cH:27][cH:28][cH:29]2)[cH:12][cH:13][cH:14][cH:15][cH:16]1>>[CH:8](=[O:9])[c:14]1[cH:13][cH:12][c:11]([N:17]([c:18]2[cH:19][cH:20][cH:21][cH:22][cH:23]2)[c:24]2[cH:25][cH:26][cH:27][cH:28][cH:29]2)[cH:16][cH:15]1. Starting materials: COC=1C=C2C=C(N(C2=CC1)CC1=CC=CC(=N1)C#N)C1=CC=CC=C1 (6-(5-methoxy-2-phenylindol-1-ylmethyl)pyridine-2-carbonitrile), C(C)(C)O (isopropyl alcohol), [N-]=[N+]=[N-].[Na+] (sodium azide), Cl (hydrochloric acid). The reagents and catalysts are [Br-].[Zn+2].[Br-] (zinc bromide). Solvent: O (water), C(C)(=O)OCC (ethyl acetate). Conditions: time 8 hour. Product: COC=1C=C2C=C(N(C2=CC1)CC1=NC(=CC=C1)C1=NN=NN1)C1=CC=CC=C1 (5-Methoxy-2-phenyl-1-[6-(1H-1,2,3,4-tetrazol-5-yl)pyridin-2-ylmethyl]-1H-indole). The yield is 82.2%. As a reaction SMILES: [CH3:1][O:2][C:3]1[CH:4]=[C:5]2[C:9](=[CH:10][CH:11]=1)[N:8]([CH2:12][C:13]1[N:18]=[C:17]([C:19]#[N:20])[CH:16]=[CH:15][CH:14]=1)[C:7]([C:21]1[CH:26]=[CH:25][CH:24]=[CH:23][CH:22]=1)=[CH:6]2.C(O)(C)C.[N-:31]=[N+:32]=[N-:33].[Na+].Cl>C(OCC)(=O)C.[Br-].[Zn+2].[Br-].O>[CH3:1][O:2][C:3]1[CH:4]=[C:5]2[C:9](=[CH:10][CH:11]=1)[N:8]([CH2:12][C:13]1[CH:14]=[CH:15][CH:16]=[C:17]([C:19]3[NH:33][N:32]=[N:31][N:20]=3)[N:18]=1)[C:7]([C:21]1[CH:26]=[CH:25][CH:24]=[CH:23][CH:22]=1)=[CH:6]2 |f:2.3,6.7.8|. Procedure: To a mixture of 6-(5-methoxy-2-phenylindol-1-ylmethyl)pyridine-2-carbonitrile (95 mg), isopropyl alcohol (6 mL), and water (4 mL) were added sodium azide (36 mg) and zinc bromide (32 mg). This mixture was stirred overnight while heated to reflux. The reaction mixture was left to cool to room temperature, and then diluted with ethyl acetate. To the mixture was added 2 mol/L hydrochloric acid (4 mL), followed by stirring at room temperature for 30 minutes. The organic layer was separated, and the ... Starting materials: OBO, Cc1oc(-c2ccc(Br)cc2)nc1CCN1CCCC1, Cc1ccccc1, CCO, FC(F)(F)c1ccccc1, [Na+], [Na+], O=C([O-])[O-], O, [Pd], c1ccc(P(c2ccccc2)c2ccccc2)cc1, c1ccc(P(c2ccccc2)c2ccccc2)cc1, c1ccc(P(c2ccccc2)c2ccccc2)cc1, c1ccc(P(c2ccccc2)c2ccccc2)cc1. The product is Cc1oc(-c2ccc(-c3cccc(C(F)(F)F)c3)cc2)nc1CCN1CCCC1. RXN SMILES: [BH:27]([OH:28])[OH:29].[Br:1][c:2]1[cH:3][cH:4][c:5](-[c:8]2[o:9][c:10]([CH3:20])[c:11]([CH2:13][CH2:14][N:15]3[CH2:16][CH2:17][CH2:18][CH2:19]3)[n:12]2)[cH:6][cH:7]1.[CH3:40][c:41]1[cH:42][cH:43][cH:44][cH:45][cH:46]1.[CH3:48][CH2:49][OH:50].[F:30][C:31]([c:32]1[cH:33][cH:34][cH:35][cH:36][cH:37]1)([F:38])[F:39].[Na+:21].[Na+:22].[O-:23][C:24](=[O:25])[O-:26].[OH2:47].[Pd:51].[c:109]1([P:110]([c:111]2[cH:112][cH:113][cH:114][cH:115][cH:116]2)[c:117]2[cH:118][cH:119][cH:120][cH:121][cH:122]2)[cH:123][cH:124][cH:125][cH:126][cH:127]1.[c:52]1([P:53]([c:54]2[cH:55][cH:56][cH:57][cH:58][cH:59]2)[c:60]2[cH:61][cH:62][cH:63][cH:64][cH:65]2)[cH:66][cH:67][cH:68][cH:69][cH:70]1.[c:71]1([P:72]([c:73]2[cH:74][cH:75][cH:76][cH:77][cH:78]2)[c:79]2[cH:80][cH:81][cH:82][cH:83][cH:84]2)[cH:85][cH:86][cH:87][cH:88][cH:89]1.[c:90]1([P:91]([c:92]2[cH:93][cH:94][cH:95][cH:96][cH:97]2)[c:98]2[cH:99][cH:100][cH:101][cH:102][cH:103]2)[cH:104][cH:105][cH:106][cH:107][cH:108]1>>[c:2]1(-[c:36]2[cH:35][cH:34][cH:33][c:32]([C:31]([F:30])([F:38])[F:39])[cH:37]2)[cH:3][cH:4][c:5](-[c:8]2[o:9][c:10]([CH3:20])[c:11]([CH2:13][CH2:14][N:15]3[CH2:16][CH2:17][CH2:18][CH2:19]3)[n:12]2)[cH:6][cH:7]1. Reactants: BrC1=CC=C(CC2N(CCC3=CC(=CC=C23)OCC2=CC=CC=C2)C2=CC=C(C=C2)F)C=C1 (1-(4-bromobenzyl)-2-(4-fluorophenyl)-6-(phenylmethoxy)-1,2,3,4-tetrahydroisoquinoline), C(C=C)(=O)OCC (ethyl acrylate). Yields the product FC1=CC=C(C=C1)N1C(C2=CC=C(C=C2CC1)OCC1=CC=CC=C1)CC1=CC=C(C=C1)/C=C/C(=O)OCC (Ethyl (2E)-3-(4-{[2-(4-Fluorophenyl)-6-(phenylmethoxy)(1,2,3,4-tetrahydroisoquinolyl) ]methyl}phenyl)prop-2-enoate). Isolated yield 90.4%. RXN SMILES: Br[C:2]1[CH:33]=[CH:32][C:5]([CH2:6][CH:7]2[C:16]3[C:11](=[CH:12][C:13]([O:17][CH2:18][C:19]4[CH:24]=[CH:23][CH:22]=[CH:21][CH:20]=4)=[CH:14][CH:15]=3)[CH2:10][CH2:9][N:8]2[C:25]2[CH:30]=[CH:29][C:28]([F:31])=[CH:27][CH:26]=2)=[CH:4][CH:3]=1.[C:34]([O:38][CH2:39][CH3:40])(=[O:37])[CH:35]=[CH2:36]>>[F:31][C:28]1[CH:29]=[CH:30][C:25]([N:8]2[CH2:9][CH2:10][C:11]3[C:16](=[CH:15][CH:14]=[C:13]([O:17][CH2:18][C:19]4[CH:20]=[CH:21][CH:22]=[CH:23][CH:24]=4)[CH:12]=3)[CH:7]2[CH2:6][C:5]2[CH:32]=[CH:33][C:2](/[CH:36]=[CH:35]/[C:34]([O:38][CH2:39][CH3:40])=[O:37])=[CH:3][CH:4]=2)=[CH:26][CH:27]=1. Procedure: The title compound was prepared as described in Example 135, using 1-(4-bromobenzyl)-2-(4-fluorophenyl)-6-(phenylmethoxy)-1,2,3,4-tetrahydroisoquinoline (1.22 g, 2.43 mmol) and ethyl acrylate (0.50 g, 5.0 mmol) to provide the title compound (1.146 g, 90% yield): 1H NMR (CDCl3) 7.65 (d, 1H), 7.33-7.44 (m, 7H), 7.02 (d, 2H), 6.92 (m, 2H), 6.69-6.78 (m, 5H), 6.39 (d, 1H), 5.03 (s, 2H), 4.76 (t, 1H), 4.26 (q, 2H), 3.55 (m, 1H), 3.48 (m 1H), 3.18 (dd, 1H), 2.95 (m, 2H), 2.67 (dt, 1H), 1.31 (t, 3H); E... Reactants: C(C)(=O)O (acetic acid), resultant mixture, C1OC(CC[C@@H]2[C@H]([C@H](C[C@H]2OC2OCCCC2)O)C\C=C/CCCCCC(=O)OC(C)C)(CCCCCCC)OC1 (isopropyl (Z)-9-(1R)-[(2R,3R,5S)-2-(3,3-ethylenedioxydecyl)-5-hydroxy-3-(tetrahydropyranyloxy)cyclopentyl]-7-nonenoate), C1CCOC1 (THF). The solvent is solvent, O (water). Run at time 14 hour. The product is O[C@H]1[C@@H]([C@H]([C@H](C1)O)C\C=C/CCCCCC(=O)OC(C)C)CCC(CCCCCCC)=O (isopropyl (Z)-9-(1R)-[(2R,3R,5S)-3,5-dihydroxy-2-(3-oxodecyl)cyclopentyl]-7-nonenoate). Reaction SMILES: C1CO[C:3]([CH2:33][CH2:34][CH2:35][CH2:36][CH2:37][CH2:38][CH3:39])([CH2:4][CH2:5][C@H:6]2[C@H:10]([O:11]C3CCCCO3)[CH2:9][C@H:8]([OH:18])[C@@H:7]2[CH2:19]/[CH:20]=[CH:21]\[CH2:22][CH2:23][CH2:24][CH2:25][CH2:26][C:27]([O:29][CH:30]([CH3:32])[CH3:31])=[O:28])[O:2]1.C(O)(=O)C.C1COCC1>O>[OH:11][C@@H:10]1[CH2:9][C@H:8]([OH:18])[C@H:7]([CH2:19]/[CH:20]=[CH:21]\[CH2:22][CH2:23][CH2:24][CH2:25][CH2:26][C:27]([O:29][CH:30]([CH3:32])[CH3:31])=[O:28])[C@H:6]1[CH2:5][CH2:4][C:3](=[O:2])[CH2:33][CH2:34][CH2:35][CH2:36][CH2:37][CH2:38][CH3:39]. Reported procedure: The compound (43) (0.305 g) was dissolved in a mixed solvent (6 ml) consisting of acetic acid, THF and water (2:1:1) and kept at 50° C. for 14 hours. The resultant mixture was worked up with the conventional procedure and the obtained crude product was subjected to silicagel column chromatography to give the titled compound (44). Yield: 0.213 g (90%).